This data is from the Open Reaction Database (ORD), a public repository of structured organic reaction records. The task is: describe an organic reaction: reactants, conditions, products, and yield The reactants are CS(=O)(=O)OCCF, CN(C)C=O, [H-], [Na+], Oc1ccccc1-c1ccccc1. Yields the product FCCOc1ccccc1-c1ccccc1. As a reaction SMILES: [CH3:16][S:17]([O:18][CH2:21][CH2:22][F:23])(=[O:19])=[O:20].[CH3:24][N:25]([CH3:26])[CH:27]=[O:28].[H-:1].[Na+:2].[c:3]1(-[c:9]2[c:10]([OH:15])[cH:11][cH:12][cH:13][cH:14]2)[cH:4][cH:5][cH:6][cH:7][cH:8]1>>[c:3]1(-[c:9]2[c:10]([O:15][CH2:21][CH2:22][F:23])[cH:11][cH:12][cH:13][cH:14]2)[cH:4][cH:5][cH:6][cH:7][cH:8]1. The reactants are O=C([O-])[O-], CCCI, CN(C)C=O, [K+], [K+], Cn1c(=O)c2c(N)onc2n(C)c1=O. The product is CCCNc1onc2c1c(=O)n(C)c(=O)n2C. As a reaction SMILES: [C:19](=[O:20])([O-:21])[O-:22].[CH2:15]([CH2:16][CH3:17])[I:18].[CH3:25][N:26]([CH3:27])[CH:28]=[O:29].[K+:23].[K+:24].[NH2:1][c:2]1[o:3][n:4][c:5]2[n:6]([CH3:14])[c:7](=[O:13])[n:8]([CH3:12])[c:9](=[O:11])[c:10]12>>[NH:1]([c:2]1[o:3][n:4][c:5]2[n:6]([CH3:14])[c:7](=[O:13])[n:8]([CH3:12])[c:9](=[O:11])[c:10]12)[CH2:15][CH2:16][CH3:17]. Starting materials: [B] (boron), C(CCCCCCC)O (Octanol), C(Cl)C1CO1 (epichlorohydrin). Reaction conditions: temperature 0 celsius. The product is C(C1CO1)OCCCCCCCC (octyl glycidyl ether). The yield is 111.8%. RXN SMILES: [B].[CH2:2]([CH:4]1[O:6][CH2:5]1)Cl.[CH2:7]([OH:15])[CH2:8][CH2:9][CH2:10][CH2:11][CH2:12][CH2:13][CH3:14]>>[CH2:2]([O:15][CH2:7][CH2:8][CH2:9][CH2:10][CH2:11][CH2:12][CH2:13][CH3:14])[CH:4]1[O:6][CH2:5]1. Procedure: Octanol (130 g) and 2.84 g of a boron trifluorideether complex were cooled to 0° C. while stirring. At a temperature maintained at 0° C., 138.8 g of epichlorohydrin was added dropwise over 1 hour. After completion of dropwise addition, an excess alcohol was distilled off at 100° C. under reduced pressure (13 to 26 Pa). The reaction mixture was cooled to 50° C. and while maintaining the temperature at 50° C., 125 g of a 48% aqueous solution of sodium hydroxide was added dropwise over 1 hour. Afte... Starting materials: solution, [H-].C(C(C)C)[Al+]CC(C)C (diisobutylaluminum hydride), C(C)(C)(C)C1=C(C=C(C=C1)\C=C\C(=O)OCC)[N+](=O)[O-] (2-t-butyl-5-[(E)-2-ethoxycarbonyl-ethenyl]-1-nitrobenzene). The solvent is O1CCCC1 (tetrahydrofuran), O1CCCC1 (tetrahydrofuran). Run at time 45 minute. Yields the product C(C)(C)(C)C1=C(C=C(C=C1)\C=C\CO)[N+](=O)[O-] (2-t-Butyl-5-[(1E)-3-hydroxy-1-propenyl]-1-nitrobenzene). Yield: 89.8%. Reaction SMILES: [C:1]([C:5]1[CH:10]=[CH:9][C:8](/[CH:11]=[CH:12]/[C:13](OCC)=[O:14])=[CH:7][C:6]=1[N+:18]([O-:20])=[O:19])([CH3:4])([CH3:3])[CH3:2].[H-].C([Al+]CC(C)C)C(C)C>O1CCCC1>[C:1]([C:5]1[CH:10]=[CH:9][C:8](/[CH:11]=[CH:12]/[CH2:13][OH:14])=[CH:7][C:6]=1[N+:18]([O-:20])=[O:19])([CH3:4])([CH3:2])[CH3:3] |f:1.2|. Procedure details: A solution of 9.24 g (33.4 mmol) of 2-t-butyl-5-[(E)-2-ethoxycarbonyl-ethenyl]-1-nitrobenzene [prepared as described in step (ii) above] in 200 ml of tetrahydrofuran was cooled to -70° C. in a dry ice-acetone bath, and 100 ml (100 mmol) of a 1M solution of diisobutylaluminum hydride in tetrahydrofuran were added dropwise thereto over a period of 45 minutes. The resulting mixture was then stirred for a further 30 minutes. At the end of this time, the reaction temperature was allowed to rise to 0°... Starting materials: C(C)OC(C(C)(OC1=CC2=CC=CC=C2C(=C1)OCOCC[Si](C)(C)C)C)=O (2-methyl-2-[4-(2-trimethylsilanyl-ethoxymethoxy)-naphthalen-2-yloxy]-propionic acid ethyl ester), C[Si](CCOCOC1=CC(=CC2=CC=CC=C12)O)(C)C (4-(2-trimethylsilanyl-ethoxymethoxy)-naphthalen-2-ol), BrC(C(=O)OCC)(C)C (ethyl bromoisobutyrate), C([O-])([O-])=O.[Cs+].[Cs+] (cesium carbonate), Cl.CCO (HCl EtOH). Run in CCO (EtOH). Conditions: time 7 hour. The product is C(C)OC(C(C)(C)OC1=CC2=CC=CC=C2C(=C1)O)=O (2-(4-hydroxy-naphthalen-2-yloxy)-2-methyl-propionic acid ethyl ester). The yield is 99.1%. Reaction SMILES: [CH2:1]([O:3][C:4](=[O:28])[C:5]([CH3:27])([O:7][C:8]1[CH:17]=[C:16]([O:18]COCC[Si](C)(C)C)[C:15]2[C:10](=[CH:11][CH:12]=[CH:13][CH:14]=2)[CH:9]=1)[CH3:6])[CH3:2].C[Si](C)(C)CCOCOC1C2C(=CC=CC=2)C=C(O)C=1.BrC(C)(C)C(OCC)=O.C(=O)([O-])[O-].[Cs+].[Cs+].Cl.CCO>CCO>[CH2:1]([O:3][C:4](=[O:28])[C:5]([O:7][C:8]1[CH:17]=[C:16]([OH:18])[C:15]2[C:10](=[CH:11][CH:12]=[CH:13][CH:14]=2)[CH:9]=1)([CH3:27])[CH3:6])[CH3:2] |f:3.4.5,6.7|. Procedure: 1.58 g (3.90 mmol) of 2-methyl-2-[4-(2-trimethylsilanyl-ethoxymethoxy)-naphthalen-2-yloxy]-propionic acid ethyl ester (prepared from 4-(2-trimethylsilanyl-ethoxymethoxy)-naphthalen-2-ol, ethyl bromoisobutyrate, cesium carbonate, in analogy to the procedure described in example 14B] was dissolved in 20 ml of EtOH; then, 1.95 ml of HCl/EtOH-solution (6 molar) was added drop by drop. After 7 hours stirring at room temperature, the solvent was removed by evaporation and the residue was partitioned b... Reactants: NC1=C(C(=O)O)C=CC(=C1)C(C)(C)C (2-Amino-4-tert-butyl-benzoic acid), COC(OC)OC (trimethylorthoformate), CC1=C(C=CC=C1B1OC(C(O1)(C)C)(C)C)N (2-Methyl-3-(4,4,5,5-tetramethyl-[1,3,2]dioxaborolan-2-yl)-phenylamine). Run in C1(=CC=CC=C1)C (toluene). The product is C(C)(C)(C)C1=CC=C2C(N(C=NC2=C1)C1=C(C(=CC=C1)B1OC(C(O1)(C)C)(C)C)C)=O (7-tert-Butyl-3-[2-methyl-3-(4,4,5,5-tetramethyl-[1,3,2]dioxaborolan-2-yl)-phenyl]-3H-quinazolin-4-one). RXN SMILES: [NH2:1][C:2]1[CH:10]=[C:9]([C:11]([CH3:14])([CH3:13])[CH3:12])[CH:8]=[CH:7][C:3]=1[C:4]([OH:6])=O.[CH3:15][C:16]1[C:21]([B:22]2[O:26][C:25]([CH3:28])([CH3:27])[C:24]([CH3:30])([CH3:29])[O:23]2)=[CH:20][CH:19]=[CH:18][C:17]=1[NH2:31].[CH3:32]OC(OC)OC>C1(C)C=CC=CC=1>[C:11]([C:9]1[CH:10]=[C:2]2[C:3]([C:4](=[O:6])[N:31]([C:17]3[CH:18]=[CH:19][CH:20]=[C:21]([B:22]4[O:26][C:25]([CH3:27])([CH3:28])[C:24]([CH3:30])([CH3:29])[O:23]4)[C:16]=3[CH3:15])[CH:32]=[N:1]2)=[CH:7][CH:8]=1)([CH3:14])([CH3:13])[CH3:12]. Procedure details: A solution of 2-Amino-4-tert-butyl-benzoic acid (78 mg, 0.41 mmol) in 2 mL trimethylorthoformate was heated to 105° C. for 30 minutes. The resulting solution was concentrated in vacuo. 2-Methyl-3-(4,4,5,5-tetramethyl-[1,3,2]dioxaborolan-2-yl)-phenylamine (100 mg, 0.41 mmol) in 2 mL toluene was added. The resulting mixture was heated at reflux for 1 hour, concentrated in vacuo, and purified by flash chromatography (15% ethylacetate/hexanes) to yield 7-tert-Butyl-3-[2-methyl-3-(4,4,5,5-tetramethyl... The solvent is CO (methanol). As a reaction SMILES: [NH:1]1[CH:5]=[CH:4][N:3]=[C:2]1[CH2:6][N:7]([CH2:15][C:16]1[CH:23]=[CH:22][C:19]([CH:20]=O)=[CH:18][CH:17]=1)[CH2:8][C:9]1[N:10]([CH3:14])[CH:11]=[CH:12][N:13]=1.[CH2:24]([N:27]([CH2:33][CH2:34][CH3:35])[CH2:28][CH2:29][CH2:30][CH2:31][NH2:32])[CH2:25][CH3:26].C(OC)(OC)OC>CO>[NH:1]1[CH:5]=[CH:4][N:3]=[C:2]1[CH2:6][N:7]([CH2:15][C:16]1[CH:23]=[CH:22][C:19]([CH:20]=[N:32][CH2:31][CH2:30][CH2:29][CH2:28][N:27]([CH2:33][CH2:34][CH3:35])[CH2:24][CH2:25][CH3:26])=[CH:18][CH:17]=1)[CH2:8][C:9]1[N:10]([CH3:14])[CH:11]=[CH:12][N:13]=1. Reported procedure: The compound (210 mg) obtained in Example 84-5 was dissolved in anhydrous methanol (6.3 ml) and added with the compound (117 mg) obtained in Example 1-2. The solution was added with trimethyl orthoformate (297 μl) and the whole was stirred at room temperature for 6.5 hours. After completion of the reaction, the solvent was distilled off, thereby obtaining the subject compound (325 mg) as a brown oily substance. Reactants: C(CC)N(CCCCN)CCC (N,N-dipropylbutane-1,4-diamine), N1C(=NC=C1)CN(CC=1N(C=CN1)C)CC1=CC=C(C=O)C=C1 (4-[[(1H-imidazol-2-ylmethyl)-(1-methyl-1H-imidazol-2-ylmethyl)-amino]-methyl]-benzaldehyde), C(OC)(OC)OC (trimethyl orthoformate). Isolated yield 103.3%. Yields the product N1C(=NC=C1)CN(CC=1N(C=CN1)C)CC1=CC=C(C=NCCCCN(CCC)CCC)C=C1 (N-(4-{[(1H-imidazol-2-ylmethyl)-(1-methyl-1H-imidazol-2-ylmethyl)-amino]-methyl}-benzylidene)-N′,N′-dipropyl-butane-1,4-diamine). Conditions: time 6.5 hour. The reactants are Cl (HCl), [OH-].[Na+] (NaOH), BrC=1C=NC=C(C1)C#CC (3-bromo-5-(prop-1-ynyl)pyridine), B(OC(C)C)(OC(C)C)OC(C)C (triisopropyl borate), [Li]CCCC (n-BuLi). Solvent: C1CCOC1 (THF), C1CCOC1 (THF), C1(=CC=CC=C1)C (toluene). Reaction conditions: temperature -40 celsius, time 30 minute. The product is C(#CC)C=1C=C(C=NC1)B(O)O ((5-(prop-1-yn-1-yl)pyridin-3-yl)boronic acid). Isolated yield 22.8%. As a reaction SMILES: Br[C:2]1[CH:3]=[N:4][CH:5]=[C:6]([C:8]#[C:9][CH3:10])[CH:7]=1.[B:11](OC(C)C)([O:16]C(C)C)[O:12]C(C)C.[Li]CCCC.Cl.[OH-].[Na+]>C1COCC1.C1(C)C=CC=CC=1>[C:8]([C:6]1[CH:7]=[C:2]([B:11]([OH:16])[OH:12])[CH:3]=[N:4][CH:5]=1)#[C:9][CH3:10] |f:4.5|. Procedure details: To a solution of 3-bromo-5-(prop-1-ynyl)pyridine (2.96 g, 15.10 mmol) and triisopropyl borate (4.21 ml, 18.12 mmol) in THF and toluene at −40° C. was added n-BuLi (2.5 M solution in hexanes, 7.25 mL, 18.12 mmol) drop wise over a period of 7 min, and the reaction mixture was stirred at −40° C. for 30 min and then warmed up to −20° C. over a period of 8 min. The reaction was quenched with HCl (15.10 ml, 2 M solution, 30.2 mmol), and a reddish solution was formed. The two layers were separated, and... Reactants: C(C)(=O)Br (acetyl bromide), CC1=[N+](C=CC(=C1C)[N+](=O)[O-])[O-] (2,3-dimethyl-4-nitro-1-oxido-pyridin-1-ium), C(=O)([O-])[O-].[K+].[K+] (K2CO3). The solvent is C(C)(=O)O (acetic acid). Conditions: temperature 80 celsius. Product: C(C)(=O)[O-].BrC1=C(C(=[N+](C=C1)O)C)C (4-Bromo-1-hydroxy-2,3-dimethyl-pyridin-1-ium acetate). The yield is 72.0%. RXN SMILES: [C:1]([Br:4])(=[O:3])[CH3:2].[CH3:5][C:6]1[C:11]([CH3:12])=[C:10]([N+]([O-])=[O:14])[CH:9]=[CH:8][N+:7]=1[O-:16].C([O-])([O-])=O.[K+].[K+]>C(O)(=O)C>[C:1]([O-:3])(=[O:14])[CH3:2].[Br:4][C:10]1[CH:9]=[CH:8][N+:7]([OH:16])=[C:6]([CH3:5])[C:11]=1[CH3:12] |f:2.3.4,6.7|. Procedure details: To a stirred solution of acetyl bromide (67.45 mL, 912.28 mmol) in acetic acid (140 mL) was added 2,3-dimethyl-4-nitro-1-oxido-pyridin-1-ium [TCl](15.34 g, 91.23 mmol) portionwise under nitrogen. The reaction was then warmed to 80° C. for 3 hours. The reaction was cooled and poured into a beaker of ice, and then basified with K2CO3 [caution]. The aqueous was then extracted with EtOAc (600 mL) and the organics were washed with brine (100 mL), dried over MgSO4, filtered and concentrated in vacuo. ...